From a dataset of the Open Reaction Database (ORD), a public repository of structured organic reaction records. describe an organic reaction: reactants, conditions, products, and yield The reactants are COc1cc2onc(CCCCl)c2cc1OC, Cl, NCCc1ccc(F)cc1, [K+], [K+], O=C([O-])[O-], CN(C)C=O. Yields the product Cl, COc1cc2onc(CCCNCCc3ccc(F)cc3)c2cc1OC. Reaction SMILES: [Cl:18][CH2:19][CH2:20][CH2:21][c:22]1[n:23][o:24][c:25]2[c:26]1[cH:27][c:28]([O:33][CH3:34])[c:29]([O:31][CH3:32])[cH:30]2.[ClH:1].[F:2][c:3]1[cH:4][cH:5][c:6]([CH2:9][CH2:10][NH2:11])[cH:7][cH:8]1.[K+:12].[K+:13].[O-:14][C:15]([O-:16])=[O:17].[O:35]=[CH:36][N:37]([CH3:38])[CH3:39]>>[ClH:18].[F:2][c:3]1[cH:4][cH:5][c:6]([CH2:9][CH2:10][NH:11][CH2:19][CH2:20][CH2:21][c:22]2[n:23][o:24][c:25]3[c:26]2[cH:27][c:28]([O:33][CH3:34])[c:29]([O:31][CH3:32])[cH:30]3)[cH:7][cH:8]1. Reaction SMILES: [Br:7][CH2:8][CH:9]1[CH2:10][CH2:11][CH:12]([CH:15]2[CH2:16][CH2:17][Si:18]([CH2:21][CH2:22][CH3:23])([c:24]3[cH:25][cH:26][cH:27][cH:28][cH:29]3)[CH2:19][CH2:20]2)[CH2:13][CH2:14]1.[C:1](=[O:2])([O-:3])[O-:4].[CH3:42][N:43]([CH3:44])[CH:45]=[O:46].[F:30][C:31]([O:32][c:33]1[cH:34][cH:35][c:36]([OH:39])[cH:37][cH:38]1)([F:40])[F:41].[K+:5].[K+:6]>>[CH2:8]([CH:9]1[CH2:10][CH2:11][CH:12]([CH:15]2[CH2:16][CH2:17][Si:18]([CH2:21][CH2:22][CH3:23])([c:24]3[cH:25][cH:26][cH:27][cH:28][cH:29]3)[CH2:19][CH2:20]2)[CH2:13][CH2:14]1)[O:39][c:36]1[cH:35][cH:34][c:33]([O:32][C:31]([F:30])([F:40])[F:41])[cH:38][cH:37]1. Yields the product CCC[Si]1(c2ccccc2)CCC(C2CCC(COc3ccc(OC(F)(F)F)cc3)CC2)CC1. Starting materials: CCC[Si]1(c2ccccc2)CCC(C2CCC(CBr)CC2)CC1, O=C([O-])[O-], CN(C)C=O, Oc1ccc(OC(F)(F)F)cc1, [K+], [K+]. Reactants: COC1=CC=C(CN2C(C(=C(C=C2)C)[N+](=O)[O-])=O)C=C1 (1-(4-methoxybenzyl)-4-methyl-3-nitro-2-pyridone), C=O (paraformaldehyde), C[O-].[Na+] (sodium methoxide). The solvent is C(C)(=O)OCC (ethyl acetate), CS(=O)C (dimethylsulfoxide). Conditions: time 2 hour. Product: COC1=CC=C(CN2C(C(=C(C=C2)CCO)[N+](=O)[O-])=O)C=C1 (1-(4-M ethoxybenzyl)-4-hydroxyethyl-3-nitro-2-pyridone). Isolated yield 59.2%. RXN SMILES: [CH3:1][O:2][C:3]1[CH:20]=[CH:19][C:6]([CH2:7][N:8]2[CH:13]=[CH:12][C:11]([CH3:14])=[C:10]([N+:15]([O-:17])=[O:16])[C:9]2=[O:18])=[CH:5][CH:4]=1.[CH2:21]=[O:22].C[O-].[Na+]>CS(C)=O.C(OCC)(=O)C>[CH3:1][O:2][C:3]1[CH:20]=[CH:19][C:6]([CH2:7][N:8]2[CH:13]=[CH:12][C:11]([CH2:14][CH2:21][OH:22])=[C:10]([N+:15]([O-:17])=[O:16])[C:9]2=[O:18])=[CH:5][CH:4]=1 |f:2.3|. Procedure: To a stirred mixture of 1-(4-methoxybenzyl)-4-methyl-3-nitro-2-pyridone (1.38 g, 5.0 mmol) and paraformaldehyde (0.152 g) in dimethylsulfoxide (8 mL) was added sodium methoxide (0.018 g). After 2 hours, the mixture was diluted with ethyl acetate and washed with water. The aqueous phase was extracted with ethyl acetate, and the combined organic phase was dried, filtered and evaporated. The residual solid was triturated with chloroform/ethyl acetate (10 mL, 1/1) and 1-(4-methoxybenzyl)-4-hydroxyet... Reactants: BrCc1ccccn1 (2Pyridyl), CC(C)(C)OC(=O)N1CCN(CC1)c2ccc(NC(=O)c3oc(cc3)c4ccc(cc4)C#N)cc2 (p-CN Core). The reagents and catalysts are O=S(=O)(O)O (H2SO4), CCN=P(N=P(N(C)C)(N(C)C)N(C)C)(N(C)C)N(C)C (P2-Et). The solvent is COCCOCCOC (diglyme), CN(C)C=O (DMF), CN(C)C=O (DMF), CN(C)C=O (DMF). Conditions: temperature 23 celsius, time 20 hour. Yields the product O=C(N(Cc1ccncc1)c2ccc(cc2)N3CCNCC3)c4oc(cc4)c5ccc(cc5)C#N (MK2_Alk_19), CC(C)(C)OC(=O)N1CCN(CC1)c2ccc(NC(=O)c3oc(cc3)c4ccc(cc4)C#N)cc2 (p-CN Core), CC(C)(C)OC(=O)N1CCN(CC1)c2ccc(NC(=O)c3oc(cc3)c4ccc(cc4)C#N)cc2 (MK2_Core_CN). Isolated yield 69.0%.